This data is from the Open Reaction Database (ORD), a public repository of structured organic reaction records. The task is: describe an organic reaction: reactants, conditions, products, and yield The reactants are Oc1cccc(-c2c(Cc3ccccc3)cnc3c(C(F)(F)F)cccc23)c1, OCC1CCCc2ccccc21. Yields the product FC(F)(F)c1cccc2c(-c3cccc(OCC4CCCc5ccccc54)c3)c(Cc3ccccc3)cnc12. RXN SMILES: [CH2:1]([c:2]1[cH:3][cH:4][cH:5][cH:6][cH:7]1)[c:8]1[cH:9][n:10][c:11]2[c:12]([C:25]([F:26])([F:27])[F:28])[cH:13][cH:14][cH:15][c:16]2[c:17]1-[c:18]1[cH:19][c:20]([OH:24])[cH:21][cH:22][cH:23]1.[CH:29]1([CH2:39][OH:40])[CH2:30][CH2:31][CH2:32][c:33]2[cH:34][cH:35][cH:36][cH:37][c:38]21>>[CH2:1]([c:2]1[cH:3][cH:4][cH:5][cH:6][cH:7]1)[c:8]1[cH:9][n:10][c:11]2[c:12]([C:25]([F:26])([F:27])[F:28])[cH:13][cH:14][cH:15][c:16]2[c:17]1-[c:18]1[cH:19][c:20]([O:24][CH2:39][CH:29]2[CH2:30][CH2:31][CH2:32][c:33]3[cH:34][cH:35][cH:36][cH:37][c:38]32)[cH:21][cH:22][cH:23]1. The reactants are NC1=NC(=CC(=C1)C)C (2-amino-4, 6-dimethylpyridine), S(O)(O)(=O)=O (sulfuric acid), BrBr (bromine), [OH-].[Na+] (sodium hydroxide). Solvent: O (water). Run at temperature 0 celsius, time 30 minute. The product is NC1=NC(=C(C(=C1)C)Br)C (2-amino-4,6-dimethyl-5-bromopyridine), dibromo. Yield: 11.8%. RXN SMILES: [NH2:1][C:2]1[CH:7]=[C:6]([CH3:8])[CH:5]=[C:4]([CH3:9])[N:3]=1.S(=O)(=O)(O)O.[Br:15]Br.[OH-].[Na+]>O>[NH2:1][C:2]1[CH:7]=[C:6]([CH3:8])[C:5]([Br:15])=[C:4]([CH3:9])[N:3]=1 |f:3.4|. Reported procedure: 20 g(0.164 mole) of 2-amino-4, 6-dimethylpyridine was added into a mixture of 69 ml of water and 16.1 g(0.164 mole) of sulfuric acid and the resulting solution was cooled to 0° C., and thereto was added 8.45 ml(0.164 mole) of bromine gradually at 0° C. The resulting solution was stirred for 30 minutes, adjusted to pH 9 to 10 with aqueous sodium hydroxide solution and extracted with dichloromethane. The organic layer was washed with water, dried over anhydrous Na2SO4 and concentrated under reduce... The reactants are ClC1=CC(=C(C#N)C=C1)F (4-chloro-2-fluoro-benzonitrile), COCCCN (3-methoxy-propylamine). The product is NCC1=C(C=C(C=C1)Cl)NCCCOC ((2-Aminomethyl-5-chloro-phenyl)-(3-methoxy-propyl)-amine). As a reaction SMILES: [Cl:1][C:2]1[CH:9]=[CH:8][C:5]([C:6]#[N:7])=[C:4](F)[CH:3]=1.[CH3:11][O:12][CH2:13][CH2:14][CH2:15][NH2:16]>>[NH2:7][CH2:6][C:5]1[CH:8]=[CH:9][C:2]([Cl:1])=[CH:3][C:4]=1[NH:16][CH2:15][CH2:14][CH2:13][O:12][CH3:11]. Procedure: The title compound is synthesized by coupling followed by reduction of 4-chloro-2-fluoro-benzonitrile and 3-methoxy-propylamine analogously to the preparation of Intermediate 113.1. colorless oil; ES-MS: M−=227.1; HPLC: AtRet=2.97 min. Reactants: COC(C1=C(C(=CC(=C1)C)C)N(S(=O)(=O)C1=CC=C(C=C1)OC)CC1=CC=C(C=C1)Br)=O (2-[(4-Bromo-benzyl)-(4-methoxy-benzenesulfonyl)-amino]-3,5-dimethyl-benzoic acid methyl ester). Run in CCOCC (ether). Yields the product BrC1=CC=C(CN(C2=C(C(=O)O)C=C(C=C2C)C)S(=O)(=O)C2=CC=C(C=C2)OC)C=C1 (2- [(4-Bromo-benzyl)-(4-methoxy-benzenesulfonyl)-amino]-3,5-dimethyl-benzoicacid). The yield is 71.9%. As a reaction SMILES: C[O:2][C:3](=[O:32])[C:4]1[CH:9]=[C:8]([CH3:10])[CH:7]=[C:6]([CH3:11])[C:5]=1[N:12]([CH2:24][C:25]1[CH:30]=[CH:29][C:28]([Br:31])=[CH:27][CH:26]=1)[S:13]([C:16]1[CH:21]=[CH:20][C:19]([O:22][CH3:23])=[CH:18][CH:17]=1)(=[O:15])=[O:14]>CCOCC>[Br:31][C:28]1[CH:27]=[CH:26][C:25]([CH2:24][N:12]([S:13]([C:16]2[CH:17]=[CH:18][C:19]([O:22][CH3:23])=[CH:20][CH:21]=2)(=[O:15])=[O:14])[C:5]2[C:6]([CH3:11])=[CH:7][C:8]([CH3:10])=[CH:9][C:4]=2[C:3]([OH:32])=[O:2])=[CH:30][CH:29]=1. Procedure: In the same manner as described in Example 109, 0.836 g (1.61 mmol) of the product of Example 108 provided 0.584 g (72%) of the desired carboxylic acid as a white solid after trturation with ether. Electrospray Mass Spec 504 (M+H).